This data is from the Open Reaction Database (ORD), a public repository of structured organic reaction records. The task is: describe an organic reaction: reactants, conditions, products, and yield Reactants: CS(=O)(=O)c1ccc(N)cc1, S=C(Cl)Cl, Cl, O. Yields the product CS(=O)(=O)c1ccc(N=C=S)cc1. Reaction SMILES: [CH3:1][S:2](=[O:3])(=[O:4])[c:5]1[cH:6][cH:7][c:8]([NH2:11])[cH:9][cH:10]1.[Cl:12][C:13]([Cl:14])=[S:15].[ClH:17].[OH2:16]>>[CH3:1][S:2](=[O:3])(=[O:4])[c:5]1[cH:6][cH:7][c:8]([N:11]=[C:13]=[S:15])[cH:9][cH:10]1. Starting materials: C1CCOC1, CCOC(C)=O, Clc1cc(Cl)ncn1, Oc1ccccc1F, [H-], [Na+], O. Product: Fc1ccccc1Oc1cc(Cl)ncn1. RXN SMILES: [CH2:20]1[O:21][CH2:22][CH2:23][CH2:24]1.[CH3:25][CH2:26][O:27][C:28](=[O:29])[CH3:30].[Cl:11][c:12]1[n:13][cH:14][n:15][c:16]([Cl:18])[cH:17]1.[F:3][c:4]1[c:5]([OH:10])[cH:6][cH:7][cH:8][cH:9]1.[H-:2].[Na+:1].[OH2:19]>>[F:3][c:4]1[c:5]([O:10][c:16]2[n:15][cH:14][n:13][c:12]([Cl:11])[cH:17]2)[cH:6][cH:7][cH:8][cH:9]1.